This data is from the Open Reaction Database (ORD), a public repository of structured organic reaction records. The task is: describe an organic reaction: reactants, conditions, products, and yield Reactants: ClC=1N=CC(=C2C=CC(=NC12)C)I (8-chloro-5-iodo-2-methyl-[1,7]naphthyridine), N1=CN=CC(=C1)B(O)O (5-pyrimidineboronic acid), NC=1SC=C(N1)C(F)(F)F (2-amino-4-(trifluoromethyl)thiazole). The product is CC1=NC2=C(N=CC(=C2C=C1)C=1C=NC=NC1)NC=1SC=C(N1)C(F)(F)F ((2-Methyl-5-pyrimidin-5-yl-[1,7]naphthyridin-8-yl)-(4-trifluoromethyl-thiazol-2-yl)-amine). As a reaction SMILES: Cl[C:2]1[N:3]=[CH:4][C:5](I)=[C:6]2[C:11]=1[N:10]=[C:9]([CH3:12])[CH:8]=[CH:7]2.[N:14]1[CH:19]=[C:18](B(O)O)[CH:17]=[N:16][CH:15]=1.[NH2:23][C:24]1[S:25][CH:26]=[C:27]([C:29]([F:32])([F:31])[F:30])[N:28]=1>>[CH3:12][C:9]1[CH:8]=[CH:7][C:6]2[C:11](=[C:2]([NH:23][C:24]3[S:25][CH:26]=[C:27]([C:29]([F:32])([F:31])[F:30])[N:28]=3)[N:3]=[CH:4][C:5]=2[C:18]2[CH:19]=[N:14][CH:15]=[N:16][CH:17]=2)[N:10]=1. Reported procedure: The title compound, MS: m/e=389.2 (M+H+), was prepared in accordance with the general method of example 15 step 1 and step 3 from 8-chloro-5-iodo-2-methyl-[1,7]naphthyridine (Example I), 5-pyrimidineboronic acid and 2-amino-4-(trifluoromethyl)thiazole. Reactants: BrC1=CC(=C(C=C1NS(=O)(=O)CC)N1C(N(C(=CC1=O)C(F)(F)F)C)=O)F (3-(4-bromo-5-ethylsulfonylamino-2-fluorophenyl)-1-methyl-6-trifluoromethyl-2,4(1H,3H)pyrimidinedione), [C-]#N.[Na+] (sodium cyanide), C(C)C=1C=CC(=NC1)C (5-ethyl-2-picoline). The reagents and catalysts are C=1C=CC(=CC1)[P](C=2C=CC=CC2)(C=3C=CC=CC3)[Pd]([P](C=4C=CC=CC4)(C=5C=CC=CC5)C=6C=CC=CC6)([P](C=7C=CC=CC7)(C=8C=CC=CC8)C=9C=CC=CC9)[P](C=1C=CC=CC1)(C=1C=CC=CC1)C=1C=CC=CC1 (tetrakis(triphenylphosphine)palladium), [Cl-].[Zn+2].[Cl-] (zinc chloride). Reaction conditions: temperature 120 celsius, time 1 hour. Product: C(#N)C1=CC(=C(C=C1NS(=O)(=O)CC)N1C(N(C(=CC1=O)C(F)(F)F)C)=O)F (3-(4-cyano-5-ethylsulfonylamino-2-fluorophenyl)-1-methyl-6-trifluoromethyl-2,4(1H,3H)-pyrimidinedione). Isolated yield 90.0%. Reaction SMILES: Br[C:2]1[C:7]([NH:8][S:9]([CH2:12][CH3:13])(=[O:11])=[O:10])=[CH:6][C:5]([N:14]2[C:19](=[O:20])[CH:18]=[C:17]([C:21]([F:24])([F:23])[F:22])[N:16]([CH3:25])[C:15]2=[O:26])=[C:4]([F:27])[CH:3]=1.[C-]#N.[Na+].C(C1C=C[C:36](C)=[N:37]C=1)C>[Cl-].[Zn+2].[Cl-].C1C=CC([P]([Pd]([P](C2C=CC=CC=2)(C2C=CC=CC=2)C2C=CC=CC=2)([P](C2C=CC=CC=2)(C2C=CC=CC=2)C2C=CC=CC=2)[P](C2C=CC=CC=2)(C2C=CC=CC=2)C2C=CC=CC=2)(C2C=CC=CC=2)C2C=CC=CC=2)=CC=1>[C:36]([C:2]1[C:7]([NH:8][S:9]([CH2:12][CH3:13])(=[O:11])=[O:10])=[CH:6][C:5]([N:14]2[C:19](=[O:20])[CH:18]=[C:17]([C:21]([F:22])([F:23])[F:24])[N:16]([CH3:25])[C:15]2=[O:26])=[C:4]([F:27])[CH:3]=1)#[N:37] |f:1.2,4.5.6,^1:46,48,67,86|. Procedure: 1.2 g (2.5 mmol) of 3-(4-bromo-5-ethylsulfonylamino-2-fluorophenyl)-1-methyl-6-trifluoromethyl-2,4(1H,3H)pyrimidinedione, 0.15 g of sodium cyanide and 0.04 g of zinc chloride were added to 5 ml of 5-ethyl-2-picoline and the mixture was stirred at 120° C. under an argon atmosphere for 1 hour. Next, 0.6 g of tetrakis(triphenylphosphine)palladium was added to the mixture, which was then heated with stirring for 10 hours. After the reaction was completed, the title compound was obtained with a yield... The reactants are C(C1=CC=CC=C1)N(O)CC1=CC=CC=C1 (N,N-dibenzylhydroxylamine), N(=C=O)CC1(CC(CC(C1)(C)C)N=C=O)C (3-isocyanatomethyl-3,5,5-trimethylcyclohexylisocyanate). RXN SMILES: [CH2:1]([N:8]([CH2:10][C:11]1[CH:16]=[CH:15][CH:14]=[CH:13][CH:12]=1)[OH:9])[C:2]1[CH:7]=[CH:6][CH:5]=[CH:4][CH:3]=1.[N:17]([CH2:20][C:21]1([CH3:32])[CH2:26][C:25]([CH3:28])([CH3:27])[CH2:24][CH:23]([N:29]=[C:30]=[O:31])[CH2:22]1)=[C:18]=[O:19]>>[CH2:10]([N:8]([O:9][C:30]([NH:29][CH:23]1[CH2:24][C:25]([CH3:27])([CH3:28])[CH2:26][C:21]([CH2:20][NH:17][C:18]([O:9][N:8]([CH2:1][C:2]2[CH:7]=[CH:6][CH:5]=[CH:4][CH:3]=2)[CH2:10][C:11]2[CH:16]=[CH:15][CH:14]=[CH:13][CH:12]=2)=[O:19])([CH3:32])[CH2:22]1)=[O:31])[CH2:1][C:2]1[CH:3]=[CH:4][CH:5]=[CH:6][CH:7]=1)[C:11]1[CH:16]=[CH:15][CH:14]=[CH:13][CH:12]=1. Yields the product C(C1=CC=CC=C1)N(CC1=CC=CC=C1)OC(=O)NC1CC(CC(C1)(C)C)(C)CNC(=O)ON(CC1=CC=CC=C1)CC1=CC=CC=C1 (1-{N-[O-(N,N-dibenzylamino)carboxy]amino}-3-{N-[O-(N,N-dibenzylamino)carboxy]amino}methyl-3,5,5-trimethylcyclohexane). Reported procedure: The procedure of Example 1 is repeated using 10.66 g (50 mmol) of N,N-dibenzylhydroxylamine and 5.56 g (25 mmole) of 3-isocyanatomethyl-3,5,5-trimethylcyclohexylisocyanate. The residue is recrystallized from a 1:1 heptane: toluene solvent mixture to give 11.0 g (68%) of a white soldi, m.p. 139°-146° C. The reactants are CNC1=NC=2C=C3C(=CC2C=C1CO)OCO3 ((6-(methylamino)-[1,3]dioxolo[4,5-g]quinolin-7-yl)methanol), 34158-2, O=S(Cl)Cl (SOCl2). The solvent is C(Cl)Cl (CH2Cl2). Run at time 2 hour. The product is Cl.ClCC=1C(=NC=2C=C3C(=CC2C1)OCO3)NC (7-(Chloromethyl)-N-methyl-[1,3]dioxolo[4,5-g]quinolin-6-amine hydrochloride). The yield is 100.0%. RXN SMILES: [CH3:1][NH:2][C:3]1[C:12]([CH2:13]O)=[CH:11][C:10]2[CH:9]=[C:8]3[O:15][CH2:16][O:17][C:7]3=[CH:6][C:5]=2[N:4]=1.O=S(Cl)[Cl:20]>C(Cl)Cl>[ClH:20].[Cl:20][CH2:13][C:12]1[C:3]([NH:2][CH3:1])=[N:4][C:5]2[CH:6]=[C:7]3[O:17][CH2:16][O:15][C:8]3=[CH:9][C:10]=2[CH:11]=1 |f:3.4|. Reported procedure: To a stirred solution of (6-(methylamino)-[1,3]dioxolo[4,5-g]quinolin-7-yl)methanol CCH 34158-2 (1.00 g, 4.31 mmol) in dry CH2Cl2 (20 mL) in a 50 mL round-bottomed flask equipped with a magnetic stirrer was added dropwise SOCl2 (5.0 mL, 68.9 mmol). The mixture was stirred for 2 h at RT then concentrated to dryness at 40° C. under vacuum. The residue was then taken up in CH2Cl2 (15 mL) before concentration back to dryness at 40° C. under vacuum (done 3 times) to give 7-(chloromethyl)-N-methyl-[1,... Reactants: BrC1=CC2=C(C3=NC(=CN3CCO2)C=2NN=C(N2)C)C=C1 (8-Bromo-2-(5-methyl-2H-[1,2,4]triazol-3-yl)-4,5-dihydro-6-oxa-1,3a-diaza-benzo[e]azulene), O1C(CCCC1)OCCN1N=CC(=C1)B1OC(C(O1)(C)C)(C)C (1-[2-(Tetrahydro-pyran-2-yloxy)-ethyl]-4-(4,4,5,5-tetramethyl-[1,3,2]dioxaborolan-2-yl)-1H-pyrazole). The product is CC1=NNC(=N1)C=1N=C2N(CCOC3=C2C=CC(=C3)C=3C=NN(C3)CCO)C1 (2-(4-(2-(3-methyl-1H-1,2,4-triazol-5-yl)-5,6-dihydrobenzo[f]imidazo[1,2-d][1,4]oxazepin-9-yl)-1H-pyrazol-1-yl)ethanol). As a reaction SMILES: Br[C:2]1[CH:21]=[CH:20][C:5]2[C:6]3[N:10]([CH2:11][CH2:12][O:13][C:4]=2[CH:3]=1)[CH:9]=[C:8]([C:14]1[NH:15][N:16]=[C:17]([CH3:19])[N:18]=1)[N:7]=3.O1CCCCC1[O:28][CH2:29][CH2:30][N:31]1[CH:35]=[C:34](B2OC(C)(C)C(C)(C)O2)[CH:33]=[N:32]1>>[CH3:19][C:17]1[N:18]=[C:14]([C:8]2[N:7]=[C:6]3[C:5]4[CH:20]=[CH:21][C:2]([C:34]5[CH:33]=[N:32][N:31]([CH2:30][CH2:29][OH:28])[CH:35]=5)=[CH:3][C:4]=4[O:13][CH2:12][CH2:11][N:10]3[CH:9]=2)[NH:15][N:16]=1. Reported procedure: 8-Bromo-2-(5-methyl-2H-[1,2,4]triazol-3-yl)-4,5-dihydro-6-oxa-1,3a-diaza-benzo[e]azulene was reacted with 1-[2-(Tetrahydro-pyran-2-yloxy)-ethyl]-4-(4,4,5,5-tetramethyl-[1,3,2]dioxaborolan-2-yl)-1H-pyrazole under microwave conditions to give 254. MS (ESI+) 378.2 Starting materials: CCCS(=O)(=O)Nc1ccc(C(=O)O)cc1, O=S(Cl)Cl. Product: CCCS(=O)(=O)Nc1ccc(C(=O)Cl)cc1. Reaction SMILES: [CH2:1]([CH2:2][CH3:3])[S:4](=[O:5])(=[O:6])[NH:7][c:8]1[cH:9][cH:10][c:11]([C:12](=[O:13])[OH:14])[cH:15][cH:16]1.[S:17]([Cl:18])([Cl:19])=[O:20]>>[CH2:1]([CH2:2][CH3:3])[S:4](=[O:5])(=[O:6])[NH:7][c:8]1[cH:9][cH:10][c:11]([C:12](=[O:13])[Cl:19])[cH:15][cH:16]1.